This data is from the Open Reaction Database (ORD), a public repository of structured organic reaction records. The task is: describe an organic reaction: reactants, conditions, products, and yield Starting materials: ClC1=CC=C(C=C1)C1=NC=2C(=NC=CC2)N1CC(=O)O (2-(4-chlorophenyl)-3H-imidazo[4,5-b]pyridine-3-acetic acid), C(=O)(N1C=NC=C1)N1C=NC=C1 (1,1'-carbonyldiimidazole), C(C=C)N (N-allylamine). The solvent is O1CCCC1 (tetrahydrofuran). Reaction conditions: time 3 hour. Product: ClC1=CC=C(C=C1)C1=NC=2C(=NC=CC2)N1CC(=O)NCC=C (2-(4-Chlorophenyl)-N-(2-propenyl)-3H-imidazo[4,5-b]pyridine-3-acetamide). The yield is 65.6%. As a reaction SMILES: [Cl:1][C:2]1[CH:7]=[CH:6][C:5]([C:8]2[N:16]([CH2:17][C:18]([OH:20])=O)[C:11]3=[N:12][CH:13]=[CH:14][CH:15]=[C:10]3[N:9]=2)=[CH:4][CH:3]=1.C(N1C=CN=C1)(N1C=CN=C1)=O.[CH2:33]([NH2:36])[CH:34]=[CH2:35]>O1CCCC1>[Cl:1][C:2]1[CH:3]=[CH:4][C:5]([C:8]2[N:16]([CH2:17][C:18]([NH:36][CH2:33][CH:34]=[CH2:35])=[O:20])[C:11]3=[N:12][CH:13]=[CH:14][CH:15]=[C:10]3[N:9]=2)=[CH:6][CH:7]=1. Procedure: Under nitrogen bubbling, a mixture of 2-(4-chlorophenyl)-3H-imidazo[4,5-b]pyridine-3-acetic acid (4.0 g, 0.014 mole) and 1,1'-carbonyldiimidazole (2.27 g, 0.014 mole) in 130 ml tetrahydrofuran was stirred at room temperature for 3 hours. Under a nitrogen atmosphere, N-allylamine (1.60 g, 0.028 mole) was added and the reaction mixture was allowed to stir at room temperature overnight. The tetrahydrofuran was evaporated to a solid, which was placed under high vacuum over the weekend. The solid res... Reactants: CC(=O)N[C@@H]1[C@H](C[C@](O[C@H]1[C@@H]([C@@H](CO)O)O)(C(=O)O)OP(=O)(O)OC[C@@H]2[C@H]([C@H]([C@@H](O2)N3C=CC(=NC3=O)N)O)O)O (CMP-sialic acid), βGal(1→3/4)βGlcNAc, sialic acid, OC(=O)C1(O)C[C@H](O)[C@@H](NC(=O)C)[C@@H](O1)[C@H](O)[C@H](O)CO (Neu5Ac), O([C@H]1[C@H](O)[C@@H](O)[C@@H](O)[C@H](O1)CO)[C@H]1[C@@H]([C@H]([C@H](O)O[C@@H]1CO)NC(=O)C)O (βGal(1→4)βGlcNAc), O=C[C@H](O)[C@@H](O)[C@@H](O)[C@H](O)CO (galactose). Product: OC(=O)[C@@]1(O[C@@H]2[C@H]([C@H](O)O[C@@H]([C@@H]2O)CO)O)C[C@H](O)[C@@H](NC(=O)C)[C@@H](O1)[C@H](O)[C@H](O)CO (αNeu5Ac(2-3)βGal). As a reaction SMILES: [CH3:1][C:2]([NH:4][C@H:5]1[C@H:10]([C@H:11]([OH:16])[C@H:12]([OH:15])[CH2:13][OH:14])[O:9][C@:8]([O:20]P(OC[C@H]2O[C@@H](N3C(=O)N=C(N)C=C3)[C@H](O)[C@@H]2O)(O)=O)([C:17]([OH:19])=[O:18])[CH2:7][C@@H:6]1[OH:41])=[O:3].OC(C1(O[C@@H]([C@@H]([C@@H](CO)O)O)[C@H](NC(C)=O)[C@@H](O)C1)O)=O.[O:63]([C@@H]1[C@@H](CO)O[C@@H](O)[C@H](NC(C)=O)[C@H]1O)[C@@H:64]1[O:72][C@H:71]([CH2:73][OH:74])[C@H:69]([OH:70])[C@H:67](O)[C@H:65]1[OH:66].O=C[C@@H]([C@H]([C@H]([C@@H](CO)O)O)O)O>>[OH:19][C:17]([C@@:8]1([O:9][C@@H:10]([C@@H:11]([C@@H:12]([CH2:13][OH:14])[OH:15])[OH:16])[C@H:5]([NH:4][C:2]([CH3:1])=[O:3])[C@@H:6]([OH:41])[CH2:7]1)[O:20][C@H:67]1[C@@H:69]([OH:70])[C@@H:71]([CH2:73][OH:74])[O:72][C@@H:64]([OH:63])[C@@H:65]1[OH:66])=[O:18]. Reported procedure: The resulting CMP-sialic acid analogue, illustrated in FIG. 28 as the CMP derivative of Neu5Ac (i.e., CMP-Neu5Ac), is then combined with the derivatized βGal(1→4)βGlcNAc-OR compound in the presence of the βGal(1→3/4)βGlcNAc α(2→3)sialyltransferase under conditions wherein sialic acid is transferred to the 3 position of the galactose to form a αNeu5Ac(2-3)βGal- linkage. Suitable conditions, known in the art, include the addition of the sialyltransferase to a mixture of the derivatized βGal(1→4)βG... Reactants: B, [Br-], [Br-], [Br-], COc1ccc2c(c1)N(Cc1ccc(C(=O)N3CC=CC3)cc1)C(=O)CN(C(=O)c1ccc(Cl)cc1)C2, ClCCl. RXN SMILES: [BH3:41].[Br-:38].[Br-:39].[Br-:40].[Cl:1][c:2]1[cH:3][cH:4][c:5]([C:6](=[O:7])[N:8]2[CH2:9][C:10](=[O:35])[N:11]([CH2:21][c:22]3[cH:23][cH:24][c:25]([C:28](=[O:29])[N:30]4[CH2:31][CH:32]=[CH:33][CH2:34]4)[cH:26][cH:27]3)[c:12]3[c:13]([cH:15][cH:16][c:17]([O:19][CH3:20])[cH:18]3)[CH2:14]2)[cH:36][cH:37]1.[Cl:42][CH2:43][Cl:44]>>[Cl:1][c:2]1[cH:3][cH:4][c:5]([C:6](=[O:7])[N:8]2[CH2:9][C:10](=[O:35])[N:11]([CH2:21][c:22]3[cH:23][cH:24][c:25]([C:28](=[O:29])[N:30]4[CH2:31][CH:32]=[CH:33][CH2:34]4)[cH:26][cH:27]3)[c:12]3[c:13]([cH:15][cH:16][c:17]([OH:19])[cH:18]3)[CH2:14]2)[cH:36][cH:37]1. Yields the product O=C(c1ccc(CN2C(=O)CN(C(=O)c3ccc(Cl)cc3)Cc3ccc(O)cc32)cc1)N1CC=CC1. Starting materials: C(C)(C)(C)[S@](=O)N[C@H]1[C@@H](CC2=CC=CC(=C12)F)C(=O)OC(C)(C)C (tert-butyl (1S,2R)-1-{[(S)-tert-butylsulfinyl]amino}-7-fluoroindane-2-carboxylate), Cl.CO (hydrogen chloride methanol), Cl.CO (hydrogen chloride methanol). Conditions: time 1 hour. The product is N[C@H]1[C@@H](CC2=CC=CC(=C12)F)C(=O)OC (methyl (1S,2R)-1-amino-7-fluoroindane-2-carboxylate). Isolated yield 85.0%. Reaction SMILES: C([S@@]([NH:7][C@@H:8]1[C:16]2[C:11](=[CH:12][CH:13]=[CH:14][C:15]=2[F:17])[CH2:10][C@H:9]1[C:18]([O:20][C:21](C)(C)C)=[O:19])=O)(C)(C)C.Cl.CO>>[NH2:7][C@@H:8]1[C:16]2[C:11](=[CH:12][CH:13]=[CH:14][C:15]=2[F:17])[CH2:10][C@H:9]1[C:18]([O:20][CH3:21])=[O:19] |f:1.2|. Procedure: To 12 mg of tert-butyl (1S,2R)-1-{[(S)-tert-butylsulfinyl]amino}-7-fluoroindane-2-carboxylate (compound of Preparation Example 113a) was added 0.4 ml of a 10% hydrogen chloride/methanol solution, followed by stirring for 1 hour under ice-cooling. To the reaction mixture was added 1 ml of a 10% hydrogen chloride/methanol solution, followed by stirring at 50° C. for 6 hours. After leaving to be cooled, the solvent was evaporated under reduced pressure, and then to the obtained residue were added a... Starting materials: COC1=CC=C(C=C1)C(O)C1=CC=CC2=CC=CC=C12 ((4-methoxyphenyl)-naphth-1-yl carbinol), formula II, C1(=CC=CC=C1O)C (o-cresol), [Al+3].[Cl-].[Cl-].[Cl-] (AlCl3), Cl (HCl). Run in CCCCC (pentane), C1=CC=CC=C1 (benzene). Conditions: time 5.5 hour. The product is COC1=CC=C(C=C1)C(C1=CC=CC2=CC=CC=C12)C1=CC(=C(C=C1)O)C ((4-Methoxyphenyl)-(3-methyl-4-hydroxyphenyl)-naphth-1-yl-methane), formula III. RXN SMILES: [CH3:1][O:2][C:3]1[CH:8]=[CH:7][C:6]([CH:9]([C:11]2[C:20]3[C:15](=[CH:16][CH:17]=[CH:18][CH:19]=3)[CH:14]=[CH:13][CH:12]=2)O)=[CH:5][CH:4]=1.[C:21]1([CH3:28])[C:26]([OH:27])=[CH:25][CH:24]=[CH:23][CH:22]=1.[Al+3].[Cl-].[Cl-].[Cl-].Cl>CCCCC.C1C=CC=CC=1>[CH3:1][O:2][C:3]1[CH:8]=[CH:7][C:6]([CH:9]([C:23]2[CH:24]=[CH:25][C:26]([OH:27])=[C:21]([CH3:28])[CH:22]=2)[C:11]2[C:20]3[C:15](=[CH:16][CH:17]=[CH:18][CH:19]=3)[CH:14]=[CH:13][CH:12]=2)=[CH:5][CH:4]=1 |f:2.3.4.5|. Procedure details: To a stirred solution of (4-methoxyphenyl)-naphth-1-yl carbinol of formula II (5.0 gm, 0.018 mol )and o-cresol (2.4 ml, 0.022 mol) in a mixture of anhydrous benzene, anhydrous pentane (50 ml, 1:1), and AlCl3 (2.5 gm) was gradually added, after addition stirring was continued for 5-6 hrs at 0-4° C. The reaction mixture was decomposed by adding crushed ice with conc. HCl (0.5 ml) and extracted with ethyl acetate. The organic layer was washed successively with water, dried over Na2SO4 and concentra... Reactants: COc1ncc(Br)cc1C(=O)O, CSc1ccc(N)cc1. The reagents and catalysts are C1CCN(C1)C(=[N+]2CCCC2)ON3C4=CC=CC=C4N=N3.F[P-](F)(F)(F)(F)F (HBPYU). Run in CN(C)C=O (DMF), CN(C)C=O (DMF), CN(C)C=O (DMF), CN(C)C=O (DMF), CN(C)C=O (DMF), CN(C)C=O (DMF). Reaction conditions: temperature 25 celsius, time 2 hour. The product is COc1ncc(Br)cc1C(=O)Nc1ccc(SC)cc1. Isolated yield 22.6%. Reaction SMILES: CSc1ccc(N)cc1.COc1ncc(Br)cc1C(=O)O.C1CCN(C1)C(=[N+]2CCCC2)ON3C4=CC=CC=C4N=N3.F[P-](F)(F)(F)(F)F.CN(C)C=O>>COc1ncc(Br)cc1C(=O)Nc1ccc(SC)cc1. The reactants are C(C)OC(=O)C=1N(C(=NC1C)Br)C (2-bromo-3,5-dimethyl-3H-imidazole-4-carboxylic acid ethyl ester), C(#C)C1=CC(=CC=C1)OC (1-ethynyl-3-methoxy-benzene). Procedure: The title compound, MS: m/e=299.3 (M+H+) was prepared in accordance with the general method of example 1b from 2-bromo-3,5-dimethyl-3H-imidazole-4-carboxylic acid ethyl ester and 1-ethynyl-3-methoxy-benzene. Reaction SMILES: [CH2:1]([O:3][C:4]([C:6]1[N:7]([CH3:13])[C:8](Br)=[N:9][C:10]=1[CH3:11])=[O:5])[CH3:2].[C:14]([C:16]1[CH:21]=[CH:20][CH:19]=[C:18]([O:22][CH3:23])[CH:17]=1)#[CH:15]>>[CH2:1]([O:3][C:4]([C:6]1[N:7]([CH3:13])[C:8]([C:15]#[C:14][C:16]2[CH:21]=[CH:20][CH:19]=[C:18]([O:22][CH3:23])[CH:17]=2)=[N:9][C:10]=1[CH3:11])=[O:5])[CH3:2]. Product: C(C)OC(=O)C=1N(C(=NC1C)C#CC1=CC(=CC=C1)OC)C (2-(3-Methoxy-phenylethynyl)-3,5-dimethyl-3H-imidazole-4-carboxylic acid ethyl ester). Starting materials: C1(=CC=CC=C1)C1=CCCCC1 (phenyl cyclohexene), O (Water), C(=O)(O)[O-].[Na+] (NaHCO3), OOS(=O)[O-].[K+] (oxone). Reagents/catalysts: O (water), catalyst. Solvent: C(C)#N (acetonitrile). Reaction conditions: time 2 hour. The product is C1(=CC=CC=C1)C12C(CCCC1)O2 (Phenyl Cyclohexene Oxide). The yield is 83.0%. As a reaction SMILES: [C:1]1([C:7]2[CH2:12][CH2:11][CH2:10][CH2:9][CH:8]=2)[CH:6]=[CH:5][CH:4]=[CH:3][CH:2]=1.C([O-])(O)=[O:14].[Na+].OOS([O-])=O.[K+].O>C(#N)C.O>[C:1]1([C:7]23[O:14][CH:8]2[CH2:9][CH2:10][CH2:11][CH2:12]3)[CH:6]=[CH:5][CH:4]=[CH:3][CH:2]=1 |f:1.2,3.4|. Procedure details: To a solution of phenyl cyclohexene (79 mg, 0.5 mmol) in a mixture of acetonitrile (4.5 ml) and water (2 drops) were added first finely crushed NaHCO3 (168 mg, 2 mmol) and oxone (307 mg, 0.5 mmol) then the catalyst (0.05 mmol). The resulting yellow suspension was allowed to react at RT, under good stirring. TLC was used to follow the reaction which indicated that the reaction was finished in 2 h. Water (3 ml) was added to the reaction mixture followed by extraction into methylene dichloride. The... Starting materials: ClC1=NC(=NC2=C(C=CC=C12)F)C(=O)C1=CC=C(C=C1)F ((4-chloro-8-fluoroquinazolin-2-yl)(4-fluorophenyl)methanone), CC1=CC(=NN1)N (5-methyl-1H-pyrazol-3-amine), CCN(C(C)C)C(C)C (DIEA). Solvent: CN(C)C=O (DMF), O (H2O). Conditions: time 20 hour. Product: FC=1C=CC=C2C(=NC(=NC12)C(=O)C1=CC=C(C=C1)F)NC1=NNC(=C1)C ((8-fluoro-4-(5-methyl-1H-pyrazol-3-ylamino)quinazolin-2-yl)(4-fluorophenyl)methanone). As a reaction SMILES: Cl[C:2]1[C:11]2[C:6](=[C:7]([F:12])[CH:8]=[CH:9][CH:10]=2)[N:5]=[C:4]([C:13]([C:15]2[CH:20]=[CH:19][C:18]([F:21])=[CH:17][CH:16]=2)=[O:14])[N:3]=1.[CH3:22][C:23]1[NH:27][N:26]=[C:25]([NH2:28])[CH:24]=1.CCN(C(C)C)C(C)C>CN(C=O)C.O>[F:12][C:7]1[CH:8]=[CH:9][CH:10]=[C:11]2[C:6]=1[N:5]=[C:4]([C:13]([C:15]1[CH:20]=[CH:19][C:18]([F:21])=[CH:17][CH:16]=1)=[O:14])[N:3]=[C:2]2[NH:28][C:25]1[CH:24]=[C:23]([CH3:22])[NH:27][N:26]=1. Reported procedure: A mixture of (4-chloro-8-fluoroquinazolin-2-yl)(4-fluorophenyl)methanone (0.4 g, 1.32 mmol), 5-methyl-1H-pyrazol-3-amine (0.15 g, 1.58 mmol), DIEA (0.69 mL, 4.0 mmol), and KI (0.24 g, 1.45 mmol) in DMF (8 mL) was stirred at rt for 20 h. The mixture was diluted with H2O (35 mL), and the precipitated solid was collected by filtration, washed with H2O, and triturated with MeOH at 0° C. A portion of the resulting solid was purified by preparative reverse phase HPLC to afford (8-fluoro-4-(5-methyl-1H...